describe an organic reaction: reactants, conditions, products, and yield From a dataset of the Open Reaction Database (ORD), a public repository of structured organic reaction records. The reactants are BrCl (bromo-chlorine), C21H18Br2N4O2, BrC=1C=C(C(=O)O)C=CC1C(=O)N1CC=CC1 (3-bromo-4-(2,5-dihydropyrrol-1-ylcarbonyl)benzoic acid), CN(C)C(=[N+](C)C)ON1C2=C(C=CC=C2)N=N1.[B-](F)(F)(F)F (TBTU), C(C)(C)N(CC)C(C)C (diisopropylethylamine), BrC1=CC2=C(NC(=N2)[C@H](C)N)C=C1 ((1S)-1-(5-bromo-1H-benzimidazol-2-yl)ethylamine). Run in ClCCl.C(C)O (dichloromethane ethanol), O1CCCC1 (tetrahydrofuran). Product: BrC=1C=C(C(=O)N[C@@H](C)C2=NC3=C(N2)C=CC(=C3)Br)C=CC1C(=O)N1CC=CC1 (3-bromo-N-[(1S)-1-(5-bromo-1H-benzimidazol-2-yl)ethyl]-4-(2,5-dihydropyrrol-1-ylcarbonyl)benzamide). Yield: 72.0%. Reaction SMILES: [Br:1][C:2]1[CH:3]=[C:4]([CH:8]=[CH:9][C:10]=1[C:11]([N:13]1[CH2:17][CH:16]=[CH:15][CH2:14]1)=[O:12])[C:5]([OH:7])=O.CN(C(ON1N=NC2C=CC=CC1=2)=[N+](C)C)C.[B-](F)(F)(F)F.C(N(C(C)C)CC)(C)C.[Br:49][C:50]1[CH:61]=[CH:60][C:53]2[NH:54][C:55]([C@@H:57]([NH2:59])[CH3:58])=[N:56][C:52]=2[CH:51]=1.BrCl>O1CCCC1.ClCCl.C(O)C>[Br:1][C:2]1[CH:3]=[C:4]([CH:8]=[CH:9][C:10]=1[C:11]([N:13]1[CH2:17][CH:16]=[CH:15][CH2:14]1)=[O:12])[C:5]([NH:59][C@H:57]([C:55]1[NH:54][C:53]2[CH:60]=[CH:61][C:50]([Br:49])=[CH:51][C:52]=2[N:56]=1)[CH3:58])=[O:7] |f:1.2,7.8|. Procedure details: Prepared analogously to Example 1g from 3-bromo-4-(2,5-dihydropyrrol-1-ylcarbonyl)benzoic acid, TBTU, diisopropylethylamine, and (1S)-1-(5-bromo-1H-benzimidazol-2-yl)ethylamine in tetrahydrofuran. Yield: 72%; Rf value: 0.50 (silica gel: dichloromethane/ethanol=9:1); C21H18Br2N4O2 (518.207); mass spectrum: (M+H)+=517/519/521 (bromo-chlorine isotope).